describe an organic reaction: reactants, conditions, products, and yield From a dataset of the Open Reaction Database (ORD), a public repository of structured organic reaction records. Reactants: COC(\C(=C\S(=O)(=O)C1=CC=CC=C1)\CCC)=O ((E)-3-benzenesulfonyl-2-propylacrylic acid methyl ester), [OH-].[Li+] (Lithium hydroxide). Run in C1CCOC1.O (THF water). Reaction conditions: time 8 hour. The product is C1(=CC=CC=C1)S(=O)(=O)/C=C(/C(=O)O)\CCC ((E)-3-Benzenesulfonyl-2-propylacrylic acid). Yield: 83.0%. As a reaction SMILES: C[O:2][C:3](=[O:18])/[C:4](/[CH2:15][CH2:16][CH3:17])=[CH:5]/[S:6]([C:9]1[CH:14]=[CH:13][CH:12]=[CH:11][CH:10]=1)(=[O:8])=[O:7].[OH-].[Li+]>C1COCC1.O>[C:9]1([S:6](/[CH:5]=[C:4](\[CH2:15][CH2:16][CH3:17])/[C:3]([OH:18])=[O:2])(=[O:8])=[O:7])[CH:10]=[CH:11][CH:12]=[CH:13][CH:14]=1 |f:1.2,3.4|. Procedure: (E)-3-benzenesulfonyl-2-propylacrylic acid methyl ester (5.0 g, 16.84 mmol) was dissolved in THF/water 3:1 (20 ml). Lithium hydroxide (0.86 g, 20.49 mmol) was added and the solution was stirred at room temperature overnight. The solvent was evaporated and the mixture was partitioned between ethyl acetate (50 ml) and water (40 ml). The aqueous layer was acidifed with 2M H2SO4 (6 ml) and the product was extracted into ethyl acetate (2×30 ml). The combined organic layers were washed with 2M H2SO4 (... Reactants: O=C(C1=CC=2C=CC=CC2N1)N(CC)CC. Reagents/catalysts: N=1C=CC(=CC1C=2N=CC=C(C2)C(C)(C)C)C(C)(C)C, O1B(OC(C)(C)C1(C)C)B2OC(C)(C)C(O2)(C)C, C[OH2+].C[OH2+].C1CC=CCCC=C1.C1CC=CCCC=C1.[Ir].[Ir]. Run in CCCCCC. Run at temperature 60 celsius, time 2.5 hour. Yields the product O=C(C1=CC=2C=CC=C(B3OC(C)(C)C(O3)(C)C)C2N1)N(CC)CC. The yield is 90.0%. Reactants: ice, BrCCCOC1=NOC(=C1)C(=O)O (3-(3-bromopropoxy)isoxazole-5-carboxylic acid), ClC=1C=C(N)C=CC1F (3-chloro-4-fluoroaniline), acetonitrile ice, P(=O)(Cl)(Cl)Cl (phosphoryl chloride). RXN SMILES: [Br:1][CH2:2][CH2:3][CH2:4][O:5][C:6]1[CH:10]=[C:9]([C:11]([OH:13])=O)[O:8][N:7]=1.[Cl:14][C:15]1[CH:16]=[C:17]([CH:19]=[CH:20][C:21]=1[F:22])[NH2:18].P(Cl)(Cl)(Cl)=O>N1C=CC=CC=1.C1(C)C=CC=CC=1>[Br:1][CH2:2][CH2:3][CH2:4][O:5][C:6]1[CH:10]=[C:9]([C:11]([NH:18][C:17]2[CH:19]=[CH:20][C:21]([F:22])=[C:15]([Cl:14])[CH:16]=2)=[O:13])[O:8][N:7]=1. Procedure details: A solution of 3-(3-bromopropoxy)isoxazole-5-carboxylic acid (130 mg, 0.054 mmol) and 3-chloro-4-fluoroaniline (78 mg, 0.054 mmol) in pyridine (2.0 mL) was stirred at room temperature until totally dissolved. The solution was cooled to −30° C. (acetonitrile/ice) and phosphoryl chloride (240 μL, 2.6 mmol) was added dropwise. The mixture was stirred for 1 h in the ice bath. The mixture was diluted with toluene before evaporation in vacuo. The crude was purified by reverse phase chromatography to gi... Run in C1(=CC=CC=C1)C (toluene), N1=CC=CC=C1 (pyridine). Product: BrCCCOC1=NOC(=C1)C(=O)NC1=CC(=C(C=C1)F)Cl (3-(3-Bromopropoxy)-N-(3-chloro-4-fluorophenyl)isoxazole-5-carboxamide). The yield is 387.4%. Starting materials: C(C)(C)(C)OC(=O)OC=1C=CC(=C2C=CC(NC12)=O)[C@H](CN(C(OC(C)(C)C)=O)[C@@H](CC1=CC(=CC=C1)CO)C)O[Si](C)(C)C(C)(C)C (tert-Butyl (R)-2-(8-(tert-butoxycarbonyloxy)-2-oxo-1,2-dihydroquinolin-5-yl)-2-(tert-butyldimethylsilyloxy)ethyl((R)-1-(3-(hydroxymethyl)phenyl)propan-2-yl)carbamate). Reagents/catalysts: [O-2].[Mn+4].[O-2] (manganese (IV) oxide), [O-2].[Mn+4].[O-2] (manganese (IV) oxide). The solvent is ClCCl (dichloromethane). The product is C(C)(C)(C)OC(=O)OC=1C=CC(=C2C=CC(NC12)=O)[C@H](CN(C(OC(C)(C)C)=O)[C@@H](CC1=CC(=CC=C1)C=O)C)O[Si](C)(C)C(C)(C)C (tert-Butyl (R)-2-(8-(tert-butoxycarbonyloxy)-2-oxo-1,2-dihydroquinolin-5-yl)-2-(tert-butyldimethylsilyloxy)ethyl((R)-1-(3-formylphenyl)propan-2-yl)carbamate). As a reaction SMILES: [C:1]([O:5][C:6]([O:8][C:9]1[CH:10]=[CH:11][C:12]([C@@H:20]([O:41][Si:42]([C:45]([CH3:48])([CH3:47])[CH3:46])([CH3:44])[CH3:43])[CH2:21][N:22]([C@H:30]([CH3:40])[CH2:31][C:32]2[CH:37]=[CH:36][CH:35]=[C:34]([CH2:38][OH:39])[CH:33]=2)[C:23](=[O:29])[O:24][C:25]([CH3:28])([CH3:27])[CH3:26])=[C:13]2[C:18]=1[NH:17][C:16](=[O:19])[CH:15]=[CH:14]2)=[O:7])([CH3:4])([CH3:3])[CH3:2]>ClCCl.[O-2].[Mn+4].[O-2]>[C:1]([O:5][C:6]([O:8][C:9]1[CH:10]=[CH:11][C:12]([C@@H:20]([O:41][Si:42]([C:45]([CH3:46])([CH3:48])[CH3:47])([CH3:44])[CH3:43])[CH2:21][N:22]([C@H:30]([CH3:40])[CH2:31][C:32]2[CH:37]=[CH:36][CH:35]=[C:34]([CH:38]=[O:39])[CH:33]=2)[C:23](=[O:29])[O:24][C:25]([CH3:27])([CH3:26])[CH3:28])=[C:13]2[C:18]=1[NH:17][C:16](=[O:19])[CH:15]=[CH:14]2)=[O:7])([CH3:2])([CH3:3])[CH3:4] |f:2.3.4|. Procedure: tert-Butyl (R)-2-(8-(tert-butoxycarbonyloxy)-2-oxo-1,2-dihydroquinolin-5-yl)-2-(tert-butyldimethylsilyloxy)ethyl((R)-1-(3-(hydroxymethyl)phenyl)propan-2-yl)carbamate (Example 276, step g) (0.609 g) was dissolved in dichloromethane (30 mL), treated with manganese (IV) oxide (0.791 g) and the resulting suspension stirred at room temperature over a weekend. More manganese (IV) oxide (0.801 g) was added and the suspension was stirred for a further 4 hours. The mixture was filtered through diatomaceo... Reactants: [Al+3], C1CCOC1, COC(=O)c1cc(-c2ccc3c(N4CCOCC4C)nc(N4CCOCC4C)nc3n2)ccc1OC, [H-], [H-], [H-], [H-], [Li+]. The product is COc1ccc(-c2ccc3c(N4CCOCC4C)nc(N4CCOCC4C)nc3n2)cc1CO. As a reaction SMILES: [Al+3:2].[CH2:43]1[O:44][CH2:45][CH2:46][CH2:47]1.[CH3:7][CH:8]1[CH2:9][O:10][CH2:11][CH2:12][N:13]1[c:14]1[n:15][c:16]([N:36]2[CH:37]([CH3:42])[CH2:38][O:39][CH2:40][CH2:41]2)[c:17]2[c:18]([n:19]1)[n:20][c:21](-[c:24]1[cH:25][cH:26][c:27]([O:34][CH3:35])[c:28]([C:29](=[O:30])[O:31][CH3:32])[cH:33]1)[cH:22][cH:23]2.[H-:1].[H-:4].[H-:5].[H-:6].[Li+:3]>>[CH3:7][CH:8]1[CH2:9][O:10][CH2:11][CH2:12][N:13]1[c:14]1[n:15][c:16]([N:36]2[CH:37]([CH3:42])[CH2:38][O:39][CH2:40][CH2:41]2)[c:17]2[c:18]([n:19]1)[n:20][c:21](-[c:24]1[cH:25][cH:26][c:27]([O:34][CH3:35])[c:28]([CH2:29][OH:30])[cH:33]1)[cH:22][cH:23]2. The reactants are FC1=CC=C(C=C1)C1=CC=C(C=C1)CCC=O (3-(4′-fluorobiphenyl-4-yl)propanal), C1CCN2C[C@@H]3C[C@H]([C@H]2C1)CN4[C@H]3CCCC4 ((−)-Sparteine), C(C1=CC=CC=C1)[C@@H]1N(C(SC1)=O)C(CCN1N=NC2=C(C1=O)C=CC=C2)=O (3-{3-[(4S)-4-benzyl-2-oxo-1,3-thiazolidin-3-yl]-3-oxopropyl}-1,2,3-benzotriazin-4(3H)-one). Reagents/catalysts: [Ti](Cl)(Cl)(Cl)Cl (Titanium tetrachloride). Run in ClCCl (dichloromethane), ClCCl (dichloromethane). Conditions: temperature 0 celsius, time 12.5 minute. Yields the product C(C1=CC=CC=C1)[C@@H]1N(C(SC1)=O)C(=O)[C@H](CN1N=NC2=C(C1=O)C=CC=C2)[C@H](CCC2=CC=C(C=C2)C2=CC=C(C=C2)F)O (3-[(2R,3S)-2-{[(4S)-4-benzyl-2-oxo-1,3-thiazolidin-3-yl]carbonyl}-5-(4′-fluorobiphenyl-4-yl)-3-hydroxypentyl]-1,2,3-benzotriazin-4(3H)-one). Reaction SMILES: [CH2:1]([C@H:8]1[CH2:12][S:11][C:10](=[O:13])[N:9]1[C:14](=[O:28])[CH2:15][CH2:16][N:17]1[C:22](=[O:23])[C:21]2[CH:24]=[CH:25][CH:26]=[CH:27][C:20]=2[N:19]=[N:18]1)[C:2]1[CH:7]=[CH:6][CH:5]=[CH:4][CH:3]=1.C1C[C@H]2N(C[C@H]3[C@@H]4CCCCN4C[C@@H]2C3)CC1.[F:46][C:47]1[CH:52]=[CH:51][C:50]([C:53]2[CH:58]=[CH:57][C:56]([CH2:59][CH2:60][CH:61]=[O:62])=[CH:55][CH:54]=2)=[CH:49][CH:48]=1>ClCCl.[Ti](Cl)(Cl)(Cl)Cl>[CH2:1]([C@H:8]1[CH2:12][S:11][C:10](=[O:13])[N:9]1[C:14]([C@@H:15]([C@@H:61]([OH:62])[CH2:60][CH2:59][C:56]1[CH:57]=[CH:58][C:53]([C:50]2[CH:51]=[CH:52][C:47]([F:46])=[CH:48][CH:49]=2)=[CH:54][CH:55]=1)[CH2:16][N:17]1[C:22](=[O:23])[C:21]2[CH:24]=[CH:25][CH:26]=[CH:27][C:20]=2[N:19]=[N:18]1)=[O:28])[C:2]1[CH:7]=[CH:6][CH:5]=[CH:4][CH:3]=1. Reported procedure: In a flame-dried flask, 3-{3-[(4S)-4-benzyl-2-oxo-1,3-thiazolidin-3-yl]-3-oxopropyl}-1,2,3-benzotriazin-4(3H)-one (0.25 g) was taken up in dichloromethane (10 mL) and cooled to 0° C. Titanium tetrachloride (0.76 mL, 1 M solution) was added drop-wise and the reaction mixture was stirred for 10 to 15 minutes. (−)-Sparteine (0.36 mL) was added slowly to the reaction mixture and stirred at 0° C. for 20 minutes. A solution of the compound obtained from step e above (0.17 g) in dichloromethane (10 mL)... Starting materials: O1COC2=C1C=CC(=C2)C(=O)N=C=S (1,3-benzodioxole-5-carbonyl isothiocyanate), O1COC2=C1C=CC(=C2)C(=O)Cl (1,3-benzodioxole-5-carbonyl chloride), COC=1C=C2C(=CC=NC2=CC1OC)OC1=CC=C(N)C=C1 (4-[(6,7-Dimethoxy-4-quinolyl)oxy]aniline). Solvent: C(C)O (ethanol), C(C)O (ethanol), C1(=CC=CC=C1)C (toluene). Run at time 2 hour. The product is O1COC2=C1C=CC(=C2)C(=O)N=C=S (1,3-Benzodioxole-5-carbonyl isothiocyanate), O1COC2=C1C=CC(=C2)C(=O)NC(=S)NC2=CC=C(C=C2)OC2=CC=NC1=CC(=C(C=C21)OC)OC (N-(1,3-Benzodioxol-5-ylcarbonyl)-N′-{4-[(6,7-dimethoxy-4-quinolyl)oxy]phenyl}thiourea). Yield: 86.0%. As a reaction SMILES: O1C2C=CC(C(Cl)=O)=CC=2OC1.[CH3:13][O:14][C:15]1[CH:16]=[C:17]2[C:22](=[CH:23][C:24]=1[O:25][CH3:26])[N:21]=[CH:20][CH:19]=[C:18]2[O:27][C:28]1[CH:34]=[CH:33][C:31]([NH2:32])=[CH:30][CH:29]=1.[O:35]1[C:39]2[CH:40]=[CH:41][C:42]([C:44]([N:46]=[C:47]=[S:48])=[O:45])=[CH:43][C:38]=2[O:37][CH2:36]1>C1(C)C=CC=CC=1.C(O)C>[O:35]1[C:39]2[CH:40]=[CH:41][C:42]([C:44]([N:46]=[C:47]=[S:48])=[O:45])=[CH:43][C:38]=2[O:37][CH2:36]1.[O:35]1[C:39]2[CH:40]=[CH:41][C:42]([C:44]([NH:46][C:47]([NH:32][C:31]3[CH:33]=[CH:34][C:28]([O:27][C:18]4[C:17]5[C:22](=[CH:23][C:24]([O:25][CH3:26])=[C:15]([O:14][CH3:13])[CH:16]=5)[N:21]=[CH:20][CH:19]=4)=[CH:29][CH:30]=3)=[S:48])=[O:45])=[CH:43][C:38]=2[O:37][CH2:36]1. Procedure: 1,3-Benzodioxole-5-carbonyl isothiocyanate was prepared using commercially available 1,3-benzodioxole-5-carbonyl chloride (80 mg) as a starting compound according to the description of the literature. 4-[(6,7-Dimethoxy-4-quinolyl)oxy]aniline (50 mg) was dissolved in toluene (5 ml) and ethanol (1 ml) to prepare a solution. A solution of 1,3-benzodioxole-5-carbonyl isothiocyanate in ethanol (1 ml) was then added to the solution, and the mixture was stirred at room temperature for 2 hr. The reactio... The reactants are COC(CC1=CC2=CC=C(C=C2C(=C1C)OC1=NC=C(C=C1Br)S(=O)(=O)CC)F)=O ([4-(3-bromo-5-ethanesulfonyl-pyridin-2-yloxy)-6-fluoro-3-methyl-naphthalen-2-yl]-acetic acid methyl ester), C(C)B(O)O (ethylboronic acid), P(=O)([O-])([O-])[O-].[K+].[K+].[K+] (potassium phosphate), C1(=CC=CC=C1)P(C1=CC=CC=C1)C1=CC=CC=C1 (triphenylphosphine). Reagents/catalysts: Cl[Pd]([P](C1=CC=CC=C1)(C2=CC=CC=C2)C3=CC=CC=C3)([P](C4=CC=CC=C4)(C5=CC=CC=C5)C6=CC=CC=C6)Cl (bis(triphenylphosphine)dichloropalladium(II)). The solvent is C1(=CC=CC=C1)C (toluene). Run at temperature 100 celsius, time 8 hour. Product: COC(CC1=CC2=CC=C(C=C2C(=C1C)OC1=NC=C(C=C1CC)S(=O)(=O)CC)F)=O ([4-(5-ethanesulfonyl-3-ethyl-pyridin-2-yloxy)-6-fluoro-3-methyl-naphthalen-2-yl]-acetic acid methyl ester). The yield is 47.5%. Reaction SMILES: [CH3:1][O:2][C:3](=[O:30])[CH2:4][C:5]1[C:14]([CH3:15])=[C:13]([O:16][C:17]2[C:22](Br)=[CH:21][C:20]([S:24]([CH2:27][CH3:28])(=[O:26])=[O:25])=[CH:19][N:18]=2)[C:12]2[C:7](=[CH:8][CH:9]=[C:10]([F:29])[CH:11]=2)[CH:6]=1.[CH2:31](B(O)O)[CH3:32].P([O-])([O-])([O-])=O.[K+].[K+].[K+].C1(P(C2C=CC=CC=2)C2C=CC=CC=2)C=CC=CC=1>Cl[Pd](Cl)([P](C1C=CC=CC=1)(C1C=CC=CC=1)C1C=CC=CC=1)[P](C1C=CC=CC=1)(C1C=CC=CC=1)C1C=CC=CC=1.C1(C)C=CC=CC=1>[CH3:1][O:2][C:3](=[O:30])[CH2:4][C:5]1[C:14]([CH3:15])=[C:13]([O:16][C:17]2[C:22]([CH2:31][CH3:32])=[CH:21][C:20]([S:24]([CH2:27][CH3:28])(=[O:26])=[O:25])=[CH:19][N:18]=2)[C:12]2[C:7](=[CH:8][CH:9]=[C:10]([F:29])[CH:11]=2)[CH:6]=1 |f:2.3.4.5,^1:65,84|. Procedure details: A mixture of [4-(3-bromo-5-ethanesulfonyl-pyridin-2-yloxy)-6-fluoro-3-methyl-naphthalen-2-yl]-acetic acid methyl ester (42 mg, 0.085 mmol), ethylboronic acid (15 mg, 0.20 mmol), bis(triphenylphosphine)dichloropalladium(II) (7.0 mg, 0.01 mmol), potassium phosphate (64 mg, 0.30 mmol), triphenylphosphine (15.2 mg, 0.05 mmol) and toluene (1 mL) was stirred at 100° C. overnight under an argon atmosphere. The resulting mixture was filtered. The filtrate was concentrated in vacuo. The residue was purif...